This data is from the Open Reaction Database (ORD), a public repository of structured organic reaction records. The task is: describe an organic reaction: reactants, conditions, products, and yield Starting materials: [N+](=O)([O-])C1=CC=C(OC(=O)CCCOC=2C=C3C=CC(NC3=CC2)=O)C=C1 (6-[3-(p-nitrophenoxycarbonyl)propoxy]carbostyril), OCCNC1CCCCC1 (N-(2-hydroxyethyl)cyclohexylamine). Solvent: CN(C=O)C (dimethylformamide). Reaction conditions: time 12 hour. Product: OCCN(C(=O)CCCOC=1C=C2C=CC(NC2=CC1)=O)C1CCCCC1 (6-{3-[N-(2-hydroxyethyl)-N-cyclohexylaminocarbonyl]propoxy}carbostyril). RXN SMILES: [N+](C1C=CC(O[C:9]([CH2:11][CH2:12][CH2:13][O:14][C:15]2[CH:16]=[C:17]3[C:22](=[CH:23][CH:24]=2)[NH:21][C:20](=[O:25])[CH:19]=[CH:18]3)=[O:10])=CC=1)([O-])=O.[OH:28][CH2:29][CH2:30][NH:31][CH:32]1[CH2:37][CH2:36][CH2:35][CH2:34][CH2:33]1>CN(C)C=O>[OH:28][CH2:29][CH2:30][N:31]([CH:32]1[CH2:37][CH2:36][CH2:35][CH2:34][CH2:33]1)[C:9]([CH2:11][CH2:12][CH2:13][O:14][C:15]1[CH:16]=[C:17]2[C:22](=[CH:23][CH:24]=1)[NH:21][C:20](=[O:25])[CH:19]=[CH:18]2)=[O:10]. Procedure: 3.8 Grams of 6-[3-(p-nitrophenoxycarbonyl)propoxy]carbostyril was dissolved in 40 ml of dimethylformamide, then 1.6 ml of N-(2-hydroxyethyl)cyclohexylamine was added thereto and the reaction mixture was stirred at 60°-70° C. for 12 hours. After the reaction was completed, the solvent was removed by distillation and the residue thus obtained was purified by a silica-gel column chromatography [Silica-gel used was "Wako C-200" and the solvent used was a mixture of chloroform:methanol=20:1 (vol/vol)... Starting materials: O=C(Br)CBr, O=C([O-])[O-], CC1(C)NCC(=O)N1, [K+], [K+], O, Cc1ccccc1C. The product is CC1(C)NC(=O)CN1C(=O)CBr. Reaction SMILES: [Br:23][CH2:24][C:25](=[O:26])[Br:27].[C:9](=[O:10])([O-:11])[O-:12].[CH3:1][C:2]1([CH3:8])[NH:3][CH2:4][C:5](=[O:7])[NH:6]1.[K+:13].[K+:14].[OH2:28].[c:15]1([CH3:16])[c:17]([CH3:18])[cH:19][cH:20][cH:21][cH:22]1>>[CH3:1][C:2]1([CH3:8])[N:3]([C:25]([CH2:24][Br:23])=[O:26])[CH2:4][C:5](=[O:7])[NH:6]1. Reactants: N1C=C(C2=CC=CC=C12)CCS (indole 3-ethanethiol), CCOCC (ether), formula II, P(Br)(Br)Br (phosphorus tribromide). Run in C(Cl)Cl (methylene chloride). Yields the product BrCCC1=CNC2=CC=CC=C12 (3-(2-bromoethyl)-indole). RXN SMILES: [NH:1]1[C:9]2[C:4](=[CH:5][CH:6]=[CH:7][CH:8]=2)[C:3]([CH2:10][CH2:11]S)=[CH:2]1.P(Br)(Br)[Br:14].CCOCC>C(Cl)Cl>[Br:14][CH2:11][CH2:10][C:3]1[C:4]2[C:9](=[CH:8][CH:7]=[CH:6][CH:5]=2)[NH:1][CH:2]=1. Procedure: The starting materials of formula II in which X1 is mercapto, --S--SO3Na or --S--SO3K, and R2, R3, R4, R5, R6 and R7 are as defined in the first instance are obtained by the following process: The appropriate compound of formula II (XI =OH) described above, is treated with phosphorus tribromide in an inert solvent, for example, ether or methylene chloride- to afford the corresponding 3-(2-bromoethyl)-indole derivative. The latter compound is then converted to the desired starting material of for... The reactants are NC1(COC1)C=1SC(=CN1)C=1C=C(C=C(C1)C)NC1=NC=CC(=N1)C(F)(F)F (N-{3-[2-(3-aminooxetan-3-yl)-1,3-thiazol-5-yl]-5-methylphenyl}-4-(trifluoromethyl)pyrimidin-2-amine), S(=O)(=O)(N)N (sulfamide). Run in C(C)(=O)OCC (ethyl acetate), O1CCOCC1 (dioxane). Run at temperature 100 celsius. Yields the product CC=1C=C(C=C(C1)NC1=NC=CC(=N1)C(F)(F)F)C1=CN=C(S1)C1(COC1)NS(N)(=O)=O (N-{3-[5-(3-methyl-5-{[4-(trifluoromethyl)pyrimidin-2-yl]amino}phenyl)-1,3-thiazol-2-yl]oxetan-3-yl}sulfuric diamide). Isolated yield 55.7%. RXN SMILES: [NH2:1][C:2]1([C:6]2[S:7][C:8]([C:11]3[CH:12]=[C:13]([NH:18][C:19]4[N:24]=[C:23]([C:25]([F:28])([F:27])[F:26])[CH:22]=[CH:21][N:20]=4)[CH:14]=[C:15]([CH3:17])[CH:16]=3)=[CH:9][N:10]=2)[CH2:5][O:4][CH2:3]1.[S:29](N)([NH2:32])(=[O:31])=[O:30]>O1CCOCC1.C(OCC)(=O)C>[CH3:17][C:15]1[CH:16]=[C:11]([C:8]2[S:7][C:6]([C:2]3([NH:1][S:29](=[O:31])(=[O:30])[NH2:32])[CH2:3][O:4][CH2:5]3)=[N:10][CH:9]=2)[CH:12]=[C:13]([NH:18][C:19]2[N:24]=[C:23]([C:25]([F:28])([F:27])[F:26])[CH:22]=[CH:21][N:20]=2)[CH:14]=1. Reported procedure: To a solution of N-{3-[2-(3-aminooxetan-3-yl)-1,3-thiazol-5-yl]-5-methylphenyl}-4-(trifluoromethyl)pyrimidin-2-amine (Example 59, 25 mg, 0.061 mmol) in dioxane (600 uL), sulfamide (70 mg, 0.725 mmol) was added. The reaction mixture was stirred at 100° C. The resulting mixture was stirred at 100° C. for 4 days. The mixture was diluted with ethyl acetate, washed with saturated aqueous NaHCO3, followed by brine, dried (Na2SO4), filtered and concentrated. The residue was purified by column chromatog... The reactants are C1(=CC=CC=C1)C(CCCCl)C1=CC=CC=C1 (1,1-diphenyl-4-chlorobutane), C(CC)N (propylamine). The solvent is C(C)O (ethyl alcohol). Reaction conditions: temperature 25 celsius. Product: C1(=CC=CC=C1)C(CCCNCCC)C1=CC=CC=C1 (1,1-Diphenyl-4-n-propylaminobutane). As a reaction SMILES: [C:1]1([CH:7]([C:12]2[CH:17]=[CH:16][CH:15]=[CH:14][CH:13]=2)[CH2:8][CH2:9][CH2:10]Cl)[CH:6]=[CH:5][CH:4]=[CH:3][CH:2]=1.[CH2:18]([NH2:21])[CH2:19][CH3:20]>C(O)C>[C:1]1([CH:7]([C:12]2[CH:17]=[CH:16][CH:15]=[CH:14][CH:13]=2)[CH2:8][CH2:9][CH2:10][NH:21][CH2:18][CH2:19][CH3:20])[CH:6]=[CH:5][CH:4]=[CH:3][CH:2]=1. Procedure: A solution of 15.0 g. of 1,1-diphenyl-4-chlorobutane and 35 cc. of propylamine in 75 cc. of ethyl alcohol was heated in a sealed bomb at 100° C. for 16 hours. After cooling the reaction mixture to about 25° C., the solvent was removed under reduced pressure. The product was dissolved in 100 cc. of diethyl ether and washed with 5 N sodium hydroxide, and the product was extracted with 2 N hydrochloric acid. The aqueous acidic extracts were combined and the pH was adjusted to 11 by the addition of ... Starting materials: ClCCCSC1=CC=CC=C1 ([(3-chloropropyl)sulfanyl]benzene), CC(C(=O)NC1=CC(=CC=C1)C1CCNCC1)C (2-methyl-N-[3-(4-piperidinyl)phenyl]propanamide). Product: CC(C(=O)NC1=CC(=CC=C1)C1CCN(CC1)CCCSC1=CC=CC=C1)C (2-METHYL-N-(3-{1-[3-(PHENYLSULFANYL)PROPYL]-4-PIPERIDINYL}PHENYL)PROPANAMIDE). As a reaction SMILES: Cl[CH2:2][CH2:3][CH2:4][S:5][C:6]1[CH:11]=[CH:10][CH:9]=[CH:8][CH:7]=1.[CH3:12][CH:13]([CH3:29])[C:14]([NH:16][C:17]1[CH:22]=[CH:21][CH:20]=[C:19]([CH:23]2[CH2:28][CH2:27][NH:26][CH2:25][CH2:24]2)[CH:18]=1)=[O:15]>>[CH3:12][CH:13]([CH3:29])[C:14]([NH:16][C:17]1[CH:22]=[CH:21][CH:20]=[C:19]([CH:23]2[CH2:28][CH2:27][N:26]([CH2:2][CH2:3][CH2:4][S:5][C:6]3[CH:11]=[CH:10][CH:9]=[CH:8][CH:7]=3)[CH2:25][CH2:24]2)[CH:18]=1)=[O:15]. Procedure: Prepared by Procedure G and Scheme B1 using [(3-chloropropyl)sulfanyl]benzene and 2-methyl-N-[3-(4-piperidinyl)phenyl]propanamide: 1H NMR (400 MHz, CDCl3) δ 7.63 (s, 1H), 7.48 (s, 1H), 7.33 (m, 3H), 7.27 (t, 2H, J=7.5 Hz), 7.20 (t, 1H, J=7.9 Hz), 7.15 (tt, 1H, J=7.2, 1.4 Hz), 6.95 (d, 1H, J=7.6 Hz), 2.97 (t, 4H, J=7.3 Hz), 2.46 (m, 4H), 1.99 (dt, 2H, J=11.4, 3.0 Hz), 1.84 (qt, 2H, J=7.3 Hz), 1.77 (m, 4H), 1.21 (d, 6H, J=6.8 Hz); ESMS m/e: 396.8 (M+H)+. The reactants are Cl.NCC1=NC=CC(=C1)C1=NC(=C(C(=N1)NS(=O)(=O)C1=NC=C(C=C1)C)OC1=C(C=CC=C1)OC)OC (5-methyl-pyridine-2-sulfonic acid [2-(2-aminomethyl-pyridin-4-yl)-6-methoxy-5-(2-methoxy-phenoxy)-pyrimidin-4-yl]-amide hydrochloride), C(C)(=O)O (acetic acid), CN1CCOCC1 (4-methylmorpholin), ClC1=NC(=NC(=N1)OC)OC (2-Chloro-4,6-dimethoxy-1,3,5,-triazine). Run in CN(C)C=O (DMF). Conditions: time 90 minute. Yields the product COC1=NC(=NC(=C1OC1=C(C=CC=C1)OC)NS(=O)(=O)C1=NC=C(C=C1)C)C1=CC(=NC=C1)CNC(C)=O (N-{4-[4-methoxy-5-(2-methoxy-phenoxy)-6-(5-methyl-pyridine-2-sulfonylamino)-pyrimidin-2-yl]-pyridin-2-ylmethyl}-acetamide). As a reaction SMILES: [C:1]([OH:4])(=O)[CH3:2].CN1CCOCC1.ClC1N=C(OC)N=C(OC)N=1.Cl.[NH2:24][CH2:25][C:26]1[CH:31]=[C:30]([C:32]2[N:37]=[C:36]([NH:38][S:39]([C:42]3[CH:47]=[CH:46][C:45]([CH3:48])=[CH:44][N:43]=3)(=[O:41])=[O:40])[C:35]([O:49][C:50]3[CH:55]=[CH:54][CH:53]=[CH:52][C:51]=3[O:56][CH3:57])=[C:34]([O:58][CH3:59])[N:33]=2)[CH:29]=[CH:28][N:27]=1>CN(C=O)C>[CH3:59][O:58][C:34]1[C:35]([O:49][C:50]2[CH:55]=[CH:54][CH:53]=[CH:52][C:51]=2[O:56][CH3:57])=[C:36]([NH:38][S:39]([C:42]2[CH:47]=[CH:46][C:45]([CH3:48])=[CH:44][N:43]=2)(=[O:41])=[O:40])[N:37]=[C:32]([C:30]2[CH:29]=[CH:28][N:27]=[C:26]([CH2:25][NH:24][C:1](=[O:4])[CH3:2])[CH:31]=2)[N:33]=1 |f:3.4|. Procedure details: To a solution of 6.6 mg of acetic acid and 22.3 mg of 4-methylmorpholin in DMF (5 ml) were added under ice-cooling 22.3 g of 2-Chloro-4,6-dimethoxy-1,3,5,-triazine and the solution was then stirred for 90 minutes at RT. Then 60 mg of 5-methyl-pyridine-2-sulfonic acid [2-(2-aminomethyl-pyridin-4-yl)-6-methoxy-5-(2-methoxy-phenoxy)-pyrimidin-4-yl]-amide hydrochloride were added and stirring was continued for 12 h at RT. The mixture was partitioned between cold diluted HCl and EtOAc. The layers wer... Reactants: FC(C1=CC=C(C=C1)CC(=O)O)(F)F ((4-trifluoromethyl-phenyl)-acetic acid), COC1=NC=CC=C1N (2-methoxy-pyridin-3-ylamine). The product is COC1=NC=CC=C1NCCC1=CC=C(C=C1)C(F)(F)F ((2-Methoxy-pyridin-3-yl)-[2-(4-trifluoromethyl-phenyl)-ethyl]-amine). RXN SMILES: [F:1][C:2]([F:14])([F:13])[C:3]1[CH:8]=[CH:7][C:6]([CH2:9][C:10](O)=O)=[CH:5][CH:4]=1.[CH3:15][O:16][C:17]1[C:22]([NH2:23])=[CH:21][CH:20]=[CH:19][N:18]=1>>[CH3:15][O:16][C:17]1[C:22]([NH:23][CH2:10][CH2:9][C:6]2[CH:7]=[CH:8][C:3]([C:2]([F:14])([F:13])[F:1])=[CH:4][CH:5]=2)=[CH:21][CH:20]=[CH:19][N:18]=1. Procedure details: In analogy to example 33, step 1, (4-trifluoromethyl-phenyl)-acetic acid (commercially available) was coupled with 2-methoxy-pyridin-3-ylamine (commercially available) to give the title compound. Reactants: CN1C(OC2=C1C=C(C=C2)B2OC(C(O2)(C)C)(C)C)=O (3-Methyl-5-(4,4,5,5-tetramethyl-[1,3,2]dioxaborolan-2-yl)-3H-benzooxazol-2-one), BrC=1C=C(C=NC1)C(NS(=O)(=O)CC)C1CC1 (N-((5-bromopyridin-3-yl)(cyclopropyl)methyl)ethane-sulfonamide), C(Cl)Cl (CH2Cl2), C(=O)([O-])[O-].[Na+].[Na+] (Na2CO3). The reagents and catalysts are C1=CC=C(C=C1)P([C-]2C=CC=C2)C3=CC=CC=C3.C1=CC=C(C=C1)P([C-]2C=CC=C2)C3=CC=CC=C3.Cl[Pd]Cl.[Fe+2] (PdCl2(dppf)). Solvent: CN(C)C=O (DMF). Product: C1(CC1)C(NS(=O)(=O)CC)C=1C=NC=C(C1)C=1C=CC2=C(N(C(O2)=O)C)C1 (N-(cyclopropyl(5-(3-methyl-2-oxo-2,3-dihydrobenzo[d]oxazol-5-yl)pyridin-3-yl)methyl)ethanesulfonamide). Isolated yield 53.5%. Reaction SMILES: [CH3:1][N:2]1[C:6]2[CH:7]=[C:8](B3OC(C)(C)C(C)(C)O3)[CH:9]=[CH:10][C:5]=2[O:4][C:3]1=[O:20].Br[C:22]1[CH:23]=[C:24]([CH:28]([CH:35]2[CH2:37][CH2:36]2)[NH:29][S:30]([CH2:33][CH3:34])(=[O:32])=[O:31])[CH:25]=[N:26][CH:27]=1.C(Cl)Cl.C([O-])([O-])=O.[Na+].[Na+]>CN(C=O)C.C1C=CC(P(C2C=CC=CC=2)[C-]2C=CC=C2)=CC=1.C1C=CC(P(C2C=CC=CC=2)[C-]2C=CC=C2)=CC=1.Cl[Pd]Cl.[Fe+2]>[CH:35]1([CH:28]([C:24]2[CH:25]=[N:26][CH:27]=[C:22]([C:8]3[CH:9]=[CH:10][C:5]4[O:4][C:3](=[O:20])[N:2]([CH3:1])[C:6]=4[CH:7]=3)[CH:23]=2)[NH:29][S:30]([CH2:33][CH3:34])(=[O:32])=[O:31])[CH2:37][CH2:36]1 |f:3.4.5,7.8.9.10|. Procedure: The mixture of 3-Methyl-5-(4,4,5,5-tetramethyl-[1,3,2]dioxaborolan-2-yl)-3H-benzooxazol-2-one (115 mg, 0.42 mmol), N-((5-bromopyridin-3-yl)(cyclopropyl)methyl)ethane-sulfonamide (133 mg, 0.42 mmol), PdCl2(dppf).CH2Cl2 (34 mg, 0.04 mmol) and Na2CO3 (2 M in water, 0.42 mL, 0.83 mmol) in DMF (6 mL) was heated at 100° C. for 3 h. After concentration, the residue was diluted with DCM, and subsequently filtered to remove insoluble solid. The filtrate was concentrated and purified by flash column (MeOH... The reactants are FC1=CC=C(C=C1)N1C(C(C1C1=CC=C(C=C1)OCC(=O)OC(C)(C)C)CCOC1=CC=C(C=C1)F)=O (1-(4-fluorophenyl)-3-[2-(4-fluorophenoxy)ethyl]-4-[4-(t-butoxycarbonylmethoxy)phenyl]azetidin-2-one). The solvent is C(=O)O (formic acid). The product is FC1=CC=C(C=C1)N1C(C(C1C1=CC=C(C=C1)OCC(=O)O)CCOC1=CC=C(C=C1)F)=O (1-(4-Fluorophenyl)-3-[2-(4-fluorophenoxy)ethyl]-4-[4-(carboxymethoxy)phenyl]azetidin-2-one). Isolated yield 101.2%. Reaction SMILES: [F:1][C:2]1[CH:7]=[CH:6][C:5]([N:8]2[CH:11]([C:12]3[CH:17]=[CH:16][C:15]([O:18][CH2:19][C:20]([O:22]C(C)(C)C)=[O:21])=[CH:14][CH:13]=3)[CH:10]([CH2:27][CH2:28][O:29][C:30]3[CH:35]=[CH:34][C:33]([F:36])=[CH:32][CH:31]=3)[C:9]2=[O:37])=[CH:4][CH:3]=1>C(O)=O>[F:1][C:2]1[CH:3]=[CH:4][C:5]([N:8]2[CH:11]([C:12]3[CH:13]=[CH:14][C:15]([O:18][CH2:19][C:20]([OH:22])=[O:21])=[CH:16][CH:17]=3)[CH:10]([CH2:27][CH2:28][O:29][C:30]3[CH:31]=[CH:32][C:33]([F:36])=[CH:34][CH:35]=3)[C:9]2=[O:37])=[CH:6][CH:7]=1. Procedure: A solution of 1-(4-fluorophenyl)-3-[2-(4-fluorophenoxy)ethyl]-4-[4-(t-butoxycarbonylmethoxy)phenyl]azetidin-2-one (Method 7; 1.045 g, 2.05.1 mmol) in formic acid (4 ml) was stirred at room temperature for 22 hours. The solvent was removed under reduced pressure and the residue was dissolved in DCM (10 ml). The organic layer was successively washed with a saturated solution of sodium hydrogen carbonate (aq; 5 ml), water (5 ml) and brine (5 ml), dried and concentrated to give the title compound as...